This data is from the Open Reaction Database (ORD), a public repository of structured organic reaction records. The task is: describe an organic reaction: reactants, conditions, products, and yield The reactants are CCc1cc(C#N)ccc1N=C=S, CCC(C)C(N)C(=O)OC, NCCO, CCC(C)C(N)CO. The product is CCc1cc(C#N)ccc1N=C1NC(C(C)CC)CS1. RXN SMILES: [C:23](#[N:24])[c:25]1[cH:26][c:27]([CH2:34][CH3:35])[c:28]([N:31]=[C:32]=[S:33])[cH:29][cH:30]1.[CH3:9][O:10][C:11](=[O:12])[CH:13]([CH:14]([CH2:15][CH3:16])[CH3:17])[NH2:18].[OH:19][CH2:20][CH2:21][NH2:22].[OH:1][CH2:2][CH:3]([CH:4]([CH2:5][CH3:6])[CH3:7])[NH2:8]>>[CH2:2]1[CH:3]([CH:4]([CH2:5][CH3:6])[CH3:7])[NH:8][C:32](=[N:31][c:28]2[c:27]([CH2:34][CH3:35])[cH:26][c:25]([C:23]#[N:24])[cH:30][cH:29]2)[S:33]1. Starting materials: COc1ccc([Mg]Br)cc1 (effective_coupling_partner), CCN(CC)C(=O)Oc1cccc(N(C)C)c1 (substrate). Reagents/catalysts: CC(O)c1ccccc1P(c2ccccc2)c3ccccc3. Product: COc2ccc(c1cccc(N(C)C)c1)cc2. Conditions: temperature 25 celsius, time 1 hour.